This data is from the Open Reaction Database (ORD), a public repository of structured organic reaction records. The task is: describe an organic reaction: reactants, conditions, products, and yield Reactants: C(C)OC([C@H](CC1=CC=C(C=C1)OCCBr)OC)=O ((2S)-3-[4-(2-bromo-ethoxy)-phenyl]-2-methoxy-propionic acid ethyl ester), C1CCC2=CC(=CC=C12)O (indan-5-ol), CO[C@H](C(=O)O)CC1=CC=C(C=C1)OCCCOC1=CC=CC=C1 ((2S)-2-methoxy-3-[4-(3-phenoxy-propoxy)-phenyl]-propionic acid). Product: C1CCC2=CC(=CC=C12)OCCOC1=CC=C(C=C1)C[C@@H](C(=O)O)OC ((2S)-3-{4-[2-(indan-5-yloxy)-ethoxy]-phenyl}-2-methoxy-propionic acid). Reaction SMILES: C([O:3][C:4](=[O:19])[C@@H:5]([O:17][CH3:18])[CH2:6][C:7]1[CH:12]=[CH:11][C:10]([O:13][CH2:14][CH2:15]Br)=[CH:9][CH:8]=1)C.[CH2:20]1[C:28]2[C:23](=[CH:24][C:25]([OH:29])=[CH:26][CH:27]=2)[CH2:22][CH2:21]1.CO[C@@H](CC1C=CC(OCCCOC2C=CC=CC=2)=CC=1)C(O)=O>>[CH2:20]1[C:28]2[C:23](=[CH:24][C:25]([O:29][CH2:15][CH2:14][O:13][C:10]3[CH:9]=[CH:8][C:7]([CH2:6][C@H:5]([O:17][CH3:18])[C:4]([OH:3])=[O:19])=[CH:12][CH:11]=3)=[CH:26][CH:27]=2)[CH2:22][CH2:21]1. Procedure: The title compound was prepared from (2S)-3-[4-(2-bromo-ethoxy)-phenyl]-2-methoxy-propionic acid ethyl ester (Example 283, Step 2) and indan-5-ol via the same procedure used for the preparation of (2S)-2-methoxy-3-[4-(3-phenoxy-propoxy)-phenyl]-propionic acid (Example 285, Step 1), to produce a colorless oil. MS (ES) for C21H24O5 [M−H]−: 355.3.